This data is from the Open Reaction Database (ORD), a public repository of structured organic reaction records. The task is: describe an organic reaction: reactants, conditions, products, and yield Starting materials: CO, CN1C(=O)CC(c2ccc([N+](=O)[O-])cc2)CC1=O. Product: CN1C(=O)CC(c2ccc(N)cc2)CC1=O. As a reaction SMILES: [CH3:19][OH:20].[CH3:1][N:2]1[C:3](=[O:18])[CH2:4][CH:5]([c:9]2[cH:10][cH:11][c:12]([N+:15]([O-:16])=[O:17])[cH:13][cH:14]2)[CH2:6][C:7]1=[O:8]>>[CH3:1][N:2]1[C:3](=[O:18])[CH2:4][CH:5]([c:9]2[cH:10][cH:11][c:12]([NH2:15])[cH:13][cH:14]2)[CH2:6][C:7]1=[O:8]. Starting materials: [OH-].[Na+] (sodium hydroxide), O (water), Cl.C(C)N (ethylamine hydrochloride), BrC=1C=C(C(=O)Cl)C=CC1 (3-Bromobenzoyl chloride). Solvent: CO (methanol). Conditions: time 5 minute. Product: BrC=1C=C(C(=O)NCC)C=CC1 (3-bromo-N-ethylbenzamide). The yield is 95.2%. As a reaction SMILES: [OH-].[Na+].O.Cl.[CH2:5]([NH2:7])[CH3:6].[Br:8][C:9]1[CH:10]=[C:11]([CH:15]=[CH:16][CH:17]=1)[C:12](Cl)=[O:13]>CO>[Br:8][C:9]1[CH:10]=[C:11]([CH:15]=[CH:16][CH:17]=1)[C:12]([NH:7][CH2:5][CH3:6])=[O:13] |f:0.1,3.4|. Procedure details: To a solution of sodium hydroxide (3.80 g) in methanol (50 ml)—water (15 ml) was added by portions ethylamine hydrochloride (7.80 g) at 0° C. and the mixture was stirred for 5 min. 3-Bromobenzoyl chloride (5.53 g) was added dropwise and the mixture was stirrd at room temperature for 1 h. Methanol was evaporated under reduced pressure, and ethyl acetate was added to the residue for partitioning. The organic layer was washed with water and brine, dried (magnesium sulfate) and concentrated under re... Starting materials: NC(C1=C(C=C(C(=O)OC)C=C1)OC)=NO (methyl 4-[amino(hydroxyimino)methyl]-3-methoxybenzoate), OCCOCC=1C=C(C#N)C=CC1 (3-[(2-hydroxyethoxy)methyl]benzonitrile). The product is ON=C(N)C1=CC(=CC=C1)COCCO (N′-hydroxy-3-[(2-hydroxyethoxy)methyl]benzenecarboximidamide). As a reaction SMILES: [NH2:1][C:2](=[N:15][OH:16])[C:3]1[CH:12]=[CH:11][C:6](C(OC)=O)=[CH:5][C:4]=1OC.[OH:17][CH2:18][CH2:19][O:20][CH2:21]C1C=C(C=CC=1)C#N>>[OH:16][N:15]=[C:2]([C:3]1[CH:4]=[CH:5][CH:6]=[C:11]([CH2:21][O:20][CH2:19][CH2:18][OH:17])[CH:12]=1)[NH2:1]. Procedure details: The title compound was obtained following procedure and work up described for Intermediate 47 step 2 but starting from 3-[(2-hydroxyethoxy)methyl]benzonitrile obtained in step 1 (0.90 g; 5.08 mmol) to give the title compound as a yellowish oil (1.26 g, quantitative). 1H NMR (DMSO-d6, 300 MHz) δ 9.61 (s, 1H), 7.64 (bs, 1H), 7.60-7.55 (m, 1H), 7.37-7.31 (m, 2H), 5.75 (bs, 2H), 4.66-4.62 (m, 1H), 4.50 (s, 2H), 3.56-3.51 (m, 2H), 3.48-3.44 (m, 2H). LC/MS (Method B): 211.1 (M+H)+. The reactants are CO, Cl, Cl, NC(C(=O)O)C(c1ccccc1)c1ccccc1. Yields the product Cl, COC(=O)C(N)C(c1ccccc1)c1ccccc1. As a reaction SMILES: [CH3:21][OH:22].[ClH:1].[ClH:20].[NH2:2][CH:3]([C:4](=[O:5])[OH:6])[CH:7]([c:8]1[cH:9][cH:10][cH:11][cH:12][cH:13]1)[c:14]1[cH:15][cH:16][cH:17][cH:18][cH:19]1>>[ClH:1].[NH2:2][CH:3]([C:4](=[O:5])[O:6][CH3:21])[CH:7]([c:8]1[cH:9][cH:10][cH:11][cH:12][cH:13]1)[c:14]1[cH:15][cH:16][cH:17][cH:18][cH:19]1. Reactants: CC(C)(C)OO, OCC=CC=C=CC#CC#Cc1ccccc1, c1ccccc1. Product: OCC1OC1C=C=CC#CC#Cc1ccccc1. RXN SMILES: [C:18]([CH3:20])([CH3:21])([O:22][OH:19])[CH3:23].[c:1]1([C:7]#[C:8][C:9]#[C:10][CH:11]=[C:12]=[CH:13][CH:14]=[CH:15][CH2:16][OH:17])[cH:2][cH:3][cH:4][cH:5][cH:6]1.[cH:24]1[cH:25][cH:26][cH:27][cH:28][cH:29]1>>[c:1]1([C:7]#[C:8][C:9]#[C:10][CH:11]=[C:12]=[CH:13][CH:14]2[CH:15]([CH2:16][OH:17])[O:22]2)[cH:2][cH:3][cH:4][cH:5][cH:6]1. The reactants are OC(CNCCNCCN)CCCCCCCCCCCCCC (N-(2-hydroxy)hexadecyldiethylenetriamine), C(=O)CC(C(=O)OCC)C (ethyl 3-formyl-2-methylpropionate). Product: OC(CNCCN1CCN=CCC(C1=O)C)CCCCCCCCCCCCCC (4-(2-hydroxyhexadecyl)aminoethyl-6-methyl-2,3,6,7-tetrahydro-1,4-diazocin-5-one). Reaction SMILES: [OH:1][CH:2]([CH2:11][CH2:12][CH2:13][CH2:14][CH2:15][CH2:16][CH2:17][CH2:18][CH2:19][CH2:20][CH2:21][CH2:22][CH2:23][CH3:24])[CH2:3][NH:4][CH2:5][CH2:6][NH:7][CH2:8][CH2:9][NH2:10].[CH:25]([CH2:27][CH:28]([CH3:34])[C:29](OCC)=[O:30])=O>>[OH:1][CH:2]([CH2:11][CH2:12][CH2:13][CH2:14][CH2:15][CH2:16][CH2:17][CH2:18][CH2:19][CH2:20][CH2:21][CH2:22][CH2:23][CH3:24])[CH2:3][NH:4][CH2:5][CH2:6][N:7]1[C:29](=[O:30])[CH:28]([CH3:34])[CH2:27][CH:25]=[N:10][CH2:9][CH2:8]1. Procedure details: Into an apparatus similar to that in Example 1, were charged 339.5 g (1 mole) of N-(2-hydroxy)hexadecyldiethylenetriamine and 144.2 g (1 mole) of ethyl 3-formyl-2-methylpropionate. At 140° to 160° C., 18 g of water and 46 g of ethanol were distilled off to obtain 4-(2-hydroxyhexadecyl)aminoethyl-6-methyl-2,3,6,7-tetrahydro-1,4-diazocin-5-one. The reactants are CC1(C)Cc2cccc(O)c2O1, CS(C)=O, [O-][Cl+3]([O-])([O-])O, O, O=P(Cl)(Cl)Cl. Product: CSc1cc(O)c2c(c1)CC(C)(C)O2. As a reaction SMILES: [CH3:1][C:2]1([CH3:12])[O:3][c:4]2[c:5]([cH:7][cH:8][cH:9][c:10]2[OH:11])[CH2:6]1.[CH3:23][S:24](=[O:25])[CH3:26].[Cl+3:13]([OH:14])([O-:15])([O-:16])[O-:17].[OH2:27].[P:18]([Cl:19])([Cl:20])([Cl:21])=[O:22]>>[CH3:1][C:2]1([CH3:12])[O:3][c:4]2[c:5]([cH:7][c:8]([S:24][CH3:23])[cH:9][c:10]2[OH:11])[CH2:6]1.